Dataset: the Open Reaction Database (ORD), a public repository of structured organic reaction records. Task: describe an organic reaction: reactants, conditions, products, and yield The reactants are C([O-])(O)=O.[Na+] (sodium bicarbonate), N,N-dimethylaminopyridine, CN1C2N(CCC(C3=C1C=CC(=C3)O)C2)C (1,2,3,4,5,6-hexahydro-1,3-dimethyl-2,6-methano-1,3-benzodiazocin-8-ol), C(C)(=O)OC(C)=O (acetic anhydride). The solvent is ClCCl (dichloromethane). Conditions: time 15 minute. The product is C(C)(=O)OC=1C=CC2=C(C3CCN(C(N2C)C3)C)C1 (1,2,3,4,5,6-hexahydro-1,3-dimethyl-2,6-methano-1,3-benzodiazocin-8-ol acetate). Isolated yield 31.8%. As a reaction SMILES: [CH3:1][N:2]1[C:9]2[CH:10]=[CH:11][C:12]([OH:14])=[CH:13][C:8]=2[CH:7]2[CH2:15][CH:3]1[N:4]([CH3:16])[CH2:5][CH2:6]2.[C:17](OC(=O)C)(=[O:19])[CH3:18].C(=O)(O)[O-].[Na+]>ClCCl>[C:17]([O:14][C:12]1[CH:11]=[CH:10][C:9]2[N:2]([CH3:1])[CH:3]3[CH2:15][CH:7]([CH2:6][CH2:5][N:4]3[CH3:16])[C:8]=2[CH:13]=1)(=[O:19])[CH3:18] |f:2.3|. Procedure: A catalytic amount, (0.019 g) of N,N-dimethylaminopyridine was added to a deoxygenated solution of 5.8 g of 1,2,3,4,5,6-hexahydro-1,3-dimethyl-2,6-methano-1,3-benzodiazocin-8-ol and 5.4 g of acetic anhydride in 270 ml of dichloromethane. After stirring for 15 minutes, the reaction mixture was treated with a saturated sodium bicarbonate solution. The aqueous layer was separated and extracted with dichloromethane. The combined organic layers were washed with saturated sodium chloride solution, dir... Starting materials: C(C)(C)N(CCN)C(C)C (N,N-diisopropyl-1,2-diaminoethane), ClC1=NC(=CC(=C1C#N)C)C (2-chloro-3-cyano-4,6-dimethylpyridine). Solvent: C(C)N(CC)CC (triethylamine). Conditions: temperature 90 celsius. The product is C(C)(C)N(CCNC1=NC(=CC(=C1C#N)C)C)C(C)C (N,N-Diisopropyl-N'-(3-cyano-4,6-dimethyl-2-pyridyl)-1,2-diaminoethane). Isolated yield 101.1%. As a reaction SMILES: [CH:1]([N:4]([CH:8]([CH3:10])[CH3:9])[CH2:5][CH2:6][NH2:7])([CH3:3])[CH3:2].Cl[C:12]1[C:17]([C:18]#[N:19])=[C:16]([CH3:20])[CH:15]=[C:14]([CH3:21])[N:13]=1>C(N(CC)CC)C>[CH:1]([N:4]([CH:8]([CH3:10])[CH3:9])[CH2:5][CH2:6][NH:7][C:12]1[C:17]([C:18]#[N:19])=[C:16]([CH3:20])[CH:15]=[C:14]([CH3:21])[N:13]=1)([CH3:3])[CH3:2]. Procedure details: A mixture of N,N-diisopropyl-1,2-diaminoethane (10.8 g, 75 mmol) and 2-chloro-3-cyano-4,6-dimethylpyridine (12.5 gm, 75 mmol) in triethylamine (20 ml) is heated at 90° C. for 17 hours. The excess triethylamine is removed under vacuum and the residue is dissolved in chloroform, washed with water, dried over anhydrous sodium sulfate and evaporated to give essentially pure product (20.8 g) which is used in subsequent reactions. The title A product can be crystallized from methanol to give 13.6 g; m... Reactants: O (water), C1(C=2C(C(N1CC(=O)N1C3=C(NC([C@@H]4[C@H]1CCC4)=O)C=CC=C3)=O)=CC=CC2)=O ((3aR*,10aS*)-4-(phthalimidoacetyl)-2,3,3a,4,9,10a-hexahydrobenzo[b]cyclopenta[e][1,4]diazepin-10(1H)-one), ClCC1=CC=CC2=CC=CC=C12 (1-(chloromethyl) naphthalene), [H-].[Na+] (sodium hydride). Run in CN(C=O)C (N,N-dimethylformamide). Reaction conditions: temperature 28 celsius, time 10 minute. Product: C1(=CC=CC2=CC=CC=C12)CN1C2=C(N([C@H]3[C@@H](C1=O)CCC3)C(CN3C(C=1C(C3=O)=CC=CC1)=O)=O)C=CC=C2 ((3aR*,10aS*)-9-(1-Naphthylmethyl)-4-(phthalimidoacetyl) -2,3,3a,4,9,10a-hexahydrobenzo[b]cyclopenta[e][1,4]diazepin-10(1H)-one). The yield is 33.4%. As a reaction SMILES: [C:1]1(=[O:29])[N:5]([CH2:6][C:7]([N:9]2[C@@H:15]3[CH2:16][CH2:17][CH2:18][C@@H:14]3[C:13](=[O:19])[NH:12][C:11]3[CH:20]=[CH:21][CH:22]=[CH:23][C:10]2=3)=[O:8])[C:4](=[O:24])[C:3]2=[CH:25][CH:26]=[CH:27][CH:28]=[C:2]12.[H-].[Na+].Cl[CH2:33][C:34]1[C:43]2[C:38](=[CH:39][CH:40]=[CH:41][CH:42]=2)[CH:37]=[CH:36][CH:35]=1.O>CN(C)C=O>[C:34]1([CH2:33][N:12]2[C:13](=[O:19])[C@H:14]3[CH2:18][CH2:17][CH2:16][C@H:15]3[N:9]([C:7](=[O:8])[CH2:6][N:5]3[C:4](=[O:24])[C:3]4=[CH:25][CH:26]=[CH:27][CH:28]=[C:2]4[C:1]3=[O:29])[C:10]3[CH:23]=[CH:22][CH:21]=[CH:20][C:11]2=3)[C:43]2[C:38](=[CH:39][CH:40]=[CH:41][CH:42]=2)[CH:37]=[CH:36][CH:35]=1 |f:1.2|. Procedure details: To a suspension of (3aR*,10aS*)-4-(phthalimidoacetyl)-2,3,3a,4,9,10a-hexahydrobenzo[b]cyclopenta[e][1,4]diazepin-10(1H)-one (391 mg, 1.0 mmol) in N,N-dimethylformamide (3 mL) was added sodium hydride (60% liquid paraffin dispersion, 44 mg, 1.1 mmol). The mixture was stirred for 10 minutes at 28° C., to which was added 1-(chloromethyl) naphthalene(213 mg, 1.2 mmol), followed by stirring for 20 minutes at the same temperature. To the reaction mixture was added water (5 mL), and the mixture was sub... Starting materials: BrC1=CN=CC=2C(CCCC12)NC(CC)=O ((rac)-N-(4-bromo-5,6,7,8-tetrahydroisoquinolin-8-yl)propionamide), FC1=C(C=C(C=C1)B(O)O)C (4-fluoro-3-methylphenylboronic acid). The product is FC1=C(C=C(C=C1)C1=CN=CC=2C(CCCC12)NC(CC)=O)C ((rac)-N-(4-(4-Fluoro-3-methylphenyl)-5,6,7,8-tetrahydroisoquinolin-8-yl)propionamide). Yield: 82.0%. RXN SMILES: Br[C:2]1[C:11]2[CH2:10][CH2:9][CH2:8][CH:7]([NH:12][C:13](=[O:16])[CH2:14][CH3:15])[C:6]=2[CH:5]=[N:4][CH:3]=1.[F:17][C:18]1[CH:23]=[CH:22][C:21](B(O)O)=[CH:20][C:19]=1[CH3:27]>>[F:17][C:18]1[CH:23]=[CH:22][C:21]([C:2]2[C:11]3[CH2:10][CH2:9][CH2:8][CH:7]([NH:12][C:13](=[O:16])[CH2:14][CH3:15])[C:6]=3[CH:5]=[N:4][CH:3]=2)=[CH:20][C:19]=1[CH3:27]. Reported procedure: In analogy to the procedure described for the preparation of example 1, (rac)-N-(4-bromo-5,6,7,8-tetrahydroisoquinolin-8-yl)propionamide (intermediate A-1) was reacted with 4-fluoro-3-methylphenylboronic acid to give the title compound as light yellow foam in 82% yield. MS: 313.5 (M+H+). The reactants are CCOC(=O)Cc1cccc(-c2nc(COc3ccc(COc4nn(-c5ccccc5)cc4C=CP(=O)(OCC)OCC)cc3OC)c(C)o2)c1, CCO, Cl, [Na+], C1CCOC1, [OH-], O. The product is CCOP(=O)(C=Cc1cn(-c2ccccc2)nc1OCc1ccc(OCc2nc(-c3cccc(CC(=O)O)c3)oc2C)c(OC)c1)OCC. As a reaction SMILES: [CH2:1]([CH3:2])[O:3][P:4](=[O:5])([O:6][CH2:7][CH3:8])[CH:9]=[CH:10][c:11]1[c:12]([O:22][CH2:23][c:24]2[cH:25][c:26]([O:50][CH3:51])[c:27]([O:28][CH2:29][c:30]3[n:31][c:32](-[c:36]4[cH:37][c:38]([CH2:42][C:43](=[O:44])[O:45][CH2:46][CH3:47])[cH:39][cH:40][cH:41]4)[o:33][c:34]3[CH3:35])[cH:48][cH:49]2)[n:13][n:14](-[c:16]2[cH:17][cH:18][cH:19][cH:20][cH:21]2)[cH:15]1.[CH3:61][CH2:62][OH:63].[ClH:59].[Na+:58].[O:52]1[CH2:53][CH2:54][CH2:55][CH2:56]1.[OH-:57].[OH2:60]>>[CH2:1]([CH3:2])[O:3][P:4](=[O:5])([O:6][CH2:7][CH3:8])[CH:9]=[CH:10][c:11]1[c:12]([O:22][CH2:23][c:24]2[cH:25][c:26]([O:50][CH3:51])[c:27]([O:28][CH2:29][c:30]3[n:31][c:32](-[c:36]4[cH:37][c:38]([CH2:42][C:43](=[O:44])[OH:45])[cH:39][cH:40][cH:41]4)[o:33][c:34]3[CH3:35])[cH:48][cH:49]2)[n:13][n:14](-[c:16]2[cH:17][cH:18][cH:19][cH:20][cH:21]2)[cH:15]1. The solvent is O1CCCC1 (tetrahydrofuran), O1CCCC1 (tetrahydrofuran), C(C)OCC (ethyl ether). As a reaction SMILES: [CH3:1][O:2][C:3]1[CH:8]=[CH:7][CH:6]=[CH:5][C:4]=1[Mg]Br.[CH2:11]([N:18]1[CH2:26][CH:25]2[CH:20]([CH2:21][CH2:22][CH2:23][C:24]2=[O:27])[CH2:19]1)[C:12]1[CH:17]=[CH:16][CH:15]=[CH:14][CH:13]=1.[Cl-].[NH4+]>O1CCCC1.C(OCC)C>[CH2:11]([N:18]1[CH2:26][CH:25]2[CH:20]([CH2:21][CH2:22][CH2:23][C:24]2([C:4]2[CH:5]=[CH:6][CH:7]=[CH:8][C:3]=2[O:2][CH3:1])[OH:27])[CH2:19]1)[C:12]1[CH:13]=[CH:14][CH:15]=[CH:16][CH:17]=1 |f:2.3|. Starting materials: [Cl-].[NH4+] (ammonium chloride), C(C1=CC=CC=C1)N1CC2CCCC(C2C1)=O ((3aRS,7aSR)-2-Benzyl-4-perhydroisoindolone), COC1=C(C=CC=C1)[Mg]Br (2-methoxyphenylmagnesium bromide). The product is C(C1=CC=CC=C1)N1CC2CCCC(C2C1)(O)C1=C(C=CC=C1)OC ((3aRS,4RS,7aSR)-2-benzyl-4-(2-methoxyphenyl)-4-perhydroisoindolol). Isolated yield 84.1%. Procedure: To a suspension of 55.63 g of 2-methoxyphenylmagnesium bromide in 250 cm3 of tetrahydrofuran is added dropwise, at room temperature and with stirring, a solution of 20.16 g of (3aRS,7aSR)-2-Benzyl-4-perhydroisoindolone in 250 cm3 of tetrahydrofuran. The reaction mixture is stirred at room temperature for 18 hours, treated with 300 cm3 of saturated aqueous ammonium chloride solution, taken up in 200 cm3 of ethyl ether and washed with 300 cm3 of saturated aqueous sodium chloride solution. The orga...